This data is from the Open Reaction Database (ORD), a public repository of structured organic reaction records. The task is: describe an organic reaction: reactants, conditions, products, and yield The reactants are N#Cc1cc(Br)ccn1, C1CCOC1, C#C[Si](C)(C)C, [Cu]I, c1ccc(P(c2ccccc2)c2ccccc2)cc1. The product is C[Si](C)(C)C#Cc1ccnc(C#N)c1. As a reaction SMILES: [Br:1][c:2]1[cH:3][c:4]([C:8]#[N:9])[n:5][cH:6][cH:7]1.[CH2:35]1[O:36][CH2:37][CH2:38][CH2:39]1.[CH3:29][Si:30]([CH3:31])([CH3:32])[C:33]#[CH:34].[Cu:40][I:41].[c:10]1([P:11]([c:12]2[cH:13][cH:14][cH:15][cH:16][cH:17]2)[c:18]2[cH:19][cH:20][cH:21][cH:22][cH:23]2)[cH:24][cH:25][cH:26][cH:27][cH:28]1>>[c:2]1([C:34]#[C:33][Si:30]([CH3:29])([CH3:31])[CH3:32])[cH:3][c:4]([C:8]#[N:9])[n:5][cH:6][cH:7]1.